From a dataset of the Open Reaction Database (ORD), a public repository of structured organic reaction records. describe an organic reaction: reactants, conditions, products, and yield Reactants: BrC=1C=C(C=CC1)C1=CC(=CC=C1)C(=O)C1=CC=CC=C1 ((3′-bromobiphenyl-3-yl)phenylmethanone), C(C)(C)(C)P(C(C)(C)C)C(C)(C)C (tri-tert-butylphosphine), CC1(C2=CC=CC=C2C=2C=C3C(=CC12)NC1=CC=NC=C13)C (10,10-dimethyl-10,12-dihydro-3,12-diazaindeno[2,1-b]fluorene), Rb2CO3. The reagents and catalysts are CC(=O)[O-].CC(=O)[O-].[Pd+2] (Pd(OAc)2). The solvent is CC=1C=CC(=CC1)C (p-xylene). Yields the product CC1(C2=CC=CC=C2C=2C1=CC=1N(C3=CC=CC=C3C1C2)C=2C=C(C=CC2)C2=CC(=CC=C2)C(=O)C2=CC=CC=C2)C ([3′-(12,12-Dimethyl-12H-10-azaindeno[2,1-b]fluoren-10-yl)biphenyl-3-yl]phenylmethanone). As a reaction SMILES: Br[C:2]1[CH:3]=[C:4]([C:8]2[CH:13]=[CH:12][CH:11]=[C:10]([C:14]([C:16]3[CH:21]=[CH:20][CH:19]=[CH:18][CH:17]=3)=[O:15])[CH:9]=2)[CH:5]=[CH:6][CH:7]=1.[CH3:22][C:23]1([CH3:43])[C:35]2[CH:34]=[C:33]3[NH:36][C:37]4[C:42]([C:32]3=[CH:31][C:30]=2[C:29]2[C:24]1=[CH:25][CH:26]=[CH:27][CH:28]=2)=[CH:41]N=[CH:39][CH:38]=4.[C:44](P(C(C)(C)C)C(C)(C)C)(C)(C)C>CC1C=CC(C)=CC=1.CC([O-])=O.CC([O-])=O.[Pd+2]>[CH3:22][C:23]1([CH3:43])[C:35]2=[CH:34][C:33]3[N:36]([C:2]4[CH:3]=[C:4]([C:8]5[CH:13]=[CH:12][CH:11]=[C:10]([C:14]([C:16]6[CH:17]=[CH:18][CH:19]=[CH:20][CH:21]=6)=[O:15])[CH:9]=5)[CH:5]=[CH:6][CH:7]=4)[C:37]4[C:42]([C:32]=3[CH:31]=[C:30]2[C:29]2[C:24]1=[CH:25][CH:26]=[CH:27][CH:28]=2)=[CH:41][CH:44]=[CH:39][CH:38]=4 |f:4.5.6|. Reported procedure: 15.8 g (47 mmol) of (3′-bromobiphenyl-3-yl)phenylmethanone, 13.36 g (47 mmol) of 10,10-dimethyl-10,12-dihydro-3,12-diazaindeno[2,1-b]fluorene and 29.2 g of Rb2CO3 are suspended in 250 ml of p-xylene. 0.95 g (4.2 mmol) of Pd(OAc)2 and 12.6 ml of a 1 M tri-tert-butylphosphine solution are added to this suspension. The reaction mixture is heated under reflux for 24 h. After cooling, the organic phase is separated off, washed three times with 150 ml of water and subsequently evaporated to dryness. T... Product: NC1CCN(CCn2c(=O)ccc3ccc(Cl)nc32)CC1. As a reaction SMILES: [Cl:1][c:2]1[cH:3][cH:4][c:5]2[cH:6][cH:7][c:8](=[O:28])[n:9]([CH2:12][CH2:13][N:14]3[CH2:15][CH2:16][CH:17]([NH:20][C:21](=[O:22])[O:23][C:24]([CH3:25])([CH3:26])[CH3:27])[CH2:18][CH2:19]3)[c:10]2[n:11]1.[NH2:29][CH:30]1[CH2:31][CH2:32][N:33]([CH2:34][CH2:35][N:36]2[c:37]3[cH:38][c:39]([O:40][CH3:41])[cH:42][cH:43][c:44]3[CH2:45][O:46][C:47]2=[O:48])[CH2:49][CH2:50]1>>[Cl:1][c:2]1[cH:3][cH:4][c:5]2[cH:6][cH:7][c:8](=[O:28])[n:9]([CH2:12][CH2:13][N:14]3[CH2:15][CH2:16][CH:17]([NH2:20])[CH2:18][CH2:19]3)[c:10]2[n:11]1. Starting materials: CC(C)(C)OC(=O)NC1CCN(CCn2c(=O)ccc3ccc(Cl)nc32)CC1, COc1ccc2c(c1)N(CCN1CCC(N)CC1)C(=O)OC2. Starting materials: FC1=C(C(=CC=C1)F)C1=C2/C(/C(NC2=CC=C1)=O)=C/C1=C(C(=CN1)C(=O)O)C (5-[4-(2,6-Difluoro-phenyl)-2-oxo-1,2-dihydro-indol-(3Z)-ylidenemethyl]-4-methyl-1H-pyrrole-3-carboxylic acid), NCC(CN1CCS(CC1)(=O)=O)O (1-amino-3-(1,1-dioxo-1λ6-thiomorpholin-4-yl)-propan-2-ol), C=1C=CC2=C(C1)N=NN2O (HOBt), C(CCl)Cl (EDC). Reagents/catalysts: TEA. Run in C1CCOC1 (THF), C(C)#N (acetonitrile). The product is O=S1(CCN(CC1)CC(CNC(=O)C1=CNC(=C1C)\C=C\1/C(NC2=CC=CC(=C12)C1=C(C=CC=C1F)F)=O)O)=O (5-[4-(2,6-Difluoro-phenyl)-2-oxo-1,2-dihydro-indol-(3Z)-ylidenemethyl]4-methyl-1H-pyrrole-3-carboxylic Acid [3-(1,1-Dioxo-1λ6-thiomorpholin-4-yl)-2-hydroxy-propyl]-amide). Yield: 59.6%. RXN SMILES: [F:1][C:2]1[CH:7]=[CH:6][CH:5]=[C:4]([F:8])[C:3]=1[C:9]1[CH:17]=[CH:16][CH:15]=[C:14]2[C:10]=1/[C:11](=[CH:19]/[C:20]1[NH:24][CH:23]=[C:22]([C:25](O)=[O:26])[C:21]=1[CH3:28])/[C:12](=[O:18])[NH:13]2.[NH2:29][CH2:30][CH:31]([OH:41])[CH2:32][N:33]1[CH2:38][CH2:37][S:36](=[O:40])(=[O:39])[CH2:35][CH2:34]1.C1C=CC2N(O)N=NC=2C=1.C(Cl)CCl>C1COCC1.C(#N)C>[O:40]=[S:36]1(=[O:39])[CH2:35][CH2:34][N:33]([CH2:32][CH:31]([OH:41])[CH2:30][NH:29][C:25]([C:22]2[C:21]([CH3:28])=[C:20](/[CH:19]=[C:11]3\[C:12](=[O:18])[NH:13][C:14]4[C:10]\3=[C:9]([C:3]3[C:4]([F:8])=[CH:5][CH:6]=[CH:7][C:2]=3[F:1])[CH:17]=[CH:16][CH:15]=4)[NH:24][CH:23]=2)=[O:26])[CH2:38][CH2:37]1. Procedure: 5-[4-(2,6-Difluoro-phenyl)-2-oxo-1,2-dihydro-indol-(3Z)-ylidenemethyl]-4-methyl-1H-pyrrole-3-carboxylic acid (114 mg, 0.3 mmol) was coupled with 1-amino-3-(1,1-dioxo-1λ6-thiomorpholin-4-yl)-propan-2-ol (1.8 mmol), HOBt (1 eq.), EDC (1.5 eq.) and TEA (3 drops) in THF (1 mL), acetonitrile (1 mL) at rt for overnight to give 102 mg (60%) of the titled compound. Reactants: C(C)N (Ethyl amine), acid chloride, CC1=C(C=C(C(=O)Cl)C=C1)[N+](=O)[O-] (4-methyl-3-nitro-benzoyl chloride). Solvent: C(Cl)Cl (DCM). Conditions: temperature 0 celsius, time 5 minute. Product: NC=1C=C(C(=O)NCC)C=CC1C (3-Amino-N-ethyl-4-methyl-benzamide). As a reaction SMILES: [CH3:1][C:2]1[CH:10]=[CH:9][C:5]([C:6](Cl)=[O:7])=[CH:4][C:3]=1[N+:11]([O-])=O.[CH2:14]([NH2:16])[CH3:15]>C(Cl)Cl>[NH2:11][C:3]1[CH:4]=[C:5]([CH:9]=[CH:10][C:2]=1[CH3:1])[C:6]([NH:16][CH2:14][CH3:15])=[O:7]. Procedure details: 4-methyl-3-nitro-benzoyl chloride (1.0 g, 5.0 mmol) was dissolved in DCM, and the solution was cooled to 0° C. Ethyl amine (2.0 M in THF, 5.0 mL, 10 mmol) was added dropwise to the acid chloride, and the reaction stirred at 0° C. for 5 min. The ice bath was removed and reaction continued to stir for 3. The solution was washed with brine, dried (Na2SO4), and concentrated in vacuo. The resulting aniline (0.75 g) was used without further purification. The reactants are C(#N)C=1C2=C(C(=NC1)OC)C(=NN2C2CCCC2)C=2C=C(SC2)C(=O)N (4-(7-cyano-1-cyclopentyl-4-methoxy-1H-pyrazolo[4,3-c]pyridin-3-yl)thiophene-2-carboxamide), [I-].[Na+] (sodium iodide), Cl[Si](C)(C)C (chloro(trimethyl)silane). The solvent is C(C)#N (acetonitrile). Reaction conditions: temperature 60 celsius, time 30 minute. The product is C(#N)C=1C2=C(C(NC1)=O)C(=NN2C2CCCC2)C=2C=C(SC2)C(=O)N (4-(7-cyano-1-cyclopentyl-4-oxo-4,5-dihydro-1H-pyrazolo[4,3-c]pyridin-3-yl)thiophene-2-carboxamide). Isolated yield 98.1%. As a reaction SMILES: [C:1]([C:3]1[C:4]2[N:13]([CH:14]3[CH2:18][CH2:17][CH2:16][CH2:15]3)[N:12]=[C:11]([C:19]3[CH:20]=[C:21]([C:24]([NH2:26])=[O:25])[S:22][CH:23]=3)[C:5]=2[C:6]([O:9]C)=[N:7][CH:8]=1)#[N:2].[I-].[Na+].Cl[Si](C)(C)C>C(#N)C>[C:1]([C:3]1[C:4]2[N:13]([CH:14]3[CH2:18][CH2:17][CH2:16][CH2:15]3)[N:12]=[C:11]([C:19]3[CH:20]=[C:21]([C:24]([NH2:26])=[O:25])[S:22][CH:23]=3)[C:5]=2[C:6](=[O:9])[NH:7][CH:8]=1)#[N:2] |f:1.2|. Procedure details: To a solution of 4-(7-cyano-1-cyclopentyl-4-methoxy-1H-pyrazolo[4,3-c]pyridin-3-yl)thiophene-2-carboxamide (53.3 mg) in acetonitrile (10 mL) were added sodium iodide (43.5 mg) and chloro(trimethyl)silane (0.147 mL), and the mixture was stirred at 60° C. for 30 min. The reaction mixture was concentrated under reduced pressure, and the residue was washed successively with water and ethyl acetate to give the title compound (50.3 mg). The reactants are CCOC(=O)C(CCC(=O)Nc1ncccc1-c1cc(Cc2ccc(COc3ccccn3)cc2)no1)NC(=O)OC(C)(C)C, ClCCl, O=C(O)C(F)(F)F. The product is CCOC(=O)C(N)CCC(=O)Nc1ncccc1-c1cc(Cc2ccc(COc3ccccn3)cc2)no1. As a reaction SMILES: [CH2:1]([CH3:2])[O:3][C:4]([CH:5]([CH2:6][CH2:7][C:8]([NH:9][c:10]1[n:11][cH:12][cH:13][cH:14][c:15]1-[c:16]1[cH:17][c:18]([CH2:21][c:22]2[cH:23][cH:24][c:25]([CH2:28][O:29][c:30]3[n:31][cH:32][cH:33][cH:34][cH:35]3)[cH:26][cH:27]2)[n:19][o:20]1)=[O:36])[NH:37][C:38]([O:39][C:40]([CH3:41])([CH3:42])[CH3:43])=[O:44])=[O:45].[Cl:53][CH2:54][Cl:55].[OH:46][C:47]([C:48]([F:49])([F:50])[F:51])=[O:52]>>[CH2:1]([CH3:2])[O:3][C:4]([CH:5]([CH2:6][CH2:7][C:8]([NH:9][c:10]1[n:11][cH:12][cH:13][cH:14][c:15]1-[c:16]1[cH:17][c:18]([CH2:21][c:22]2[cH:23][cH:24][c:25]([CH2:28][O:29][c:30]3[n:31][cH:32][cH:33][cH:34][cH:35]3)[cH:26][cH:27]2)[n:19][o:20]1)=[O:36])[NH2:37])=[O:45]. Starting materials: C(C)(C)(C)OC(=O)NC(COC)C=1C=C(CCNC(OCC2=CC=CC=C2)=O)C=CC1 (benzyl 3-{(1R/S)-1-[(tert-butoxycarbonyl)amino]-2-methoxyethyl}phenethylcarbamate). Reagents/catalysts: [Pd] (palladium on charcoal). Solvent: CO (methanol). Reaction conditions: time 16 hour. Product: NCCC=1C=C(C=CC1)C(COC)NC(OC(C)(C)C)=O (tert-Butyl (1R/S)-1-[3-(2-aminoethyl)phenyl]-2-methoxyethylcarbamate). Yield: 97.9%. As a reaction SMILES: [C:1]([O:5][C:6]([NH:8][CH:9]([C:13]1[CH:14]=[C:15]([CH:29]=[CH:30][CH:31]=1)[CH2:16][CH2:17][NH:18]C(=O)OCC1C=CC=CC=1)[CH2:10][O:11][CH3:12])=[O:7])([CH3:4])([CH3:3])[CH3:2]>[Pd].CO>[NH2:18][CH2:17][CH2:16][C:15]1[CH:14]=[C:13]([CH:9]([NH:8][C:6](=[O:7])[O:5][C:1]([CH3:3])([CH3:2])[CH3:4])[CH2:10][O:11][CH3:12])[CH:31]=[CH:30][CH:29]=1. Procedure: A mixture of benzyl 3-{(1R/S)-1-[(tert-butoxycarbonyl)amino]-2-methoxyethyl}phenethylcarbamate (preparation 120) (289 mg, 0.68 mmol) and 10% palladium on charcoal (30 mg) in methanol (10 ml) was hydrogenated at 15 psi and room temperature for 16 hrs. The reaction mixture was filtered through Arbocel®, and the filtrate evaporated under reduced pressure to give the title compound, (196 mg, 98%).